describe an organic reaction: reactants, conditions, products, and yield From a dataset of the Open Reaction Database (ORD), a public repository of structured organic reaction records. The reactants are OC1=C(C(OC=2CCCCC12)=O)C1=CC=CC=C1 (4-hydroxy-3-phenyl-5,6,7,8-tetrahydrocoumarin), O1CCN(CC1)CC(C)(Cl)C (3-morpholino-2-methyl-2-chloropropane). The product is O1CCN(CC1)CC(COC1=C(C(OC=2CCCCC12)=O)C1=CC=CC=C1)C (4-(3'-Morpholino-2'-methylpropoxy)-3-phenyl-5,6,7,8-tetrahydrocoumarin). Yield: 83.5%. As a reaction SMILES: [OH:1][C:2]1[C:11]2[CH2:10][CH2:9][CH2:8][CH2:7][C:6]=2[O:5][C:4](=[O:12])[C:3]=1[C:13]1[CH:18]=[CH:17][CH:16]=[CH:15][CH:14]=1.[O:19]1[CH2:24][CH2:23][N:22]([CH2:25][C:26]([CH3:29])(Cl)[CH3:27])[CH2:21][CH2:20]1>>[O:19]1[CH2:24][CH2:23][N:22]([CH2:25][CH:26]([CH3:29])[CH2:27][O:1][C:2]2[C:11]3[CH2:10][CH2:9][CH2:8][CH2:7][C:6]=3[O:5][C:4](=[O:12])[C:3]=2[C:13]2[CH:14]=[CH:15][CH:16]=[CH:17][CH:18]=2)[CH2:21][CH2:20]1. Procedure: Prepared as indicated in Example 14, Stage B, from 29 g. (0.12 mol) of 4-hydroxy-3-phenyl-5,6,7,8-tetrahydrocoumarin and 27.3 g. (0.156 mol) of 3-morpholino-2-methyl-2-chloropropane. 38.2 g. of an oil which cannot be crystallised are obtained. Yield 83.5% (theoretical yield 45.6 g.). The reactants are solution, Br (hydrobromic acid), OC=1C=C(C=C2C=CC(NC12)=O)C (8-hydroxy-6-methyl-1H-quinolin-2-one). Solvent: C(C)(=O)O (acetic acid), CS(=O)C (dimethylsulphoxide). Run at time 18 hour. The product is BrC1=C2C=CC(NC2=C(C=C1C)O)=O (5-Bromo-8-hydroxy-6-methyl-1H-quinolin-2-one). As a reaction SMILES: [BrH:1].[OH:2][C:3]1[CH:4]=[C:5]([CH3:14])[CH:6]=[C:7]2[C:12]=1[NH:11][C:10](=[O:13])[CH:9]=[CH:8]2>C(O)(=O)C.CS(C)=O>[Br:1][C:6]1[C:5]([CH3:14])=[CH:4][C:3]([OH:2])=[C:12]2[C:7]=1[CH:8]=[CH:9][C:10](=[O:13])[NH:11]2. Procedure details: A 45% solution of hydrobromic acid in acetic acid (324 μL) is added dropwise to a solution of 8-hydroxy-6-methyl-1H-quinolin-2-one (316 mg) in dimethylsulphoxide (9 mL) at room temperature. The reaction mixture is allowed to stand for 18 hours at room temperature and the solvent removed in vacuo.